Dataset: the Open Reaction Database (ORD), a public repository of structured organic reaction records. Task: describe an organic reaction: reactants, conditions, products, and yield Starting materials: O=C(CNC(=O)c1cccc(C(F)(F)F)c1)NC1CNC1, O=C1CCC(n2ccc(=O)cc2)CC1. The product is O=C(CNC(=O)c1cccc(C(F)(F)F)c1)NC1CN(C2CCC(n3ccc(=O)cc3)CC2)C1. Reaction SMILES: [NH:15]1[CH2:16][CH:17]([NH:19][C:20](=[O:21])[CH2:22][NH:23][C:24]([c:25]2[cH:26][c:27]([C:31]([F:32])([F:33])[F:34])[cH:28][cH:29][cH:30]2)=[O:35])[CH2:18]1.[O:1]=[C:2]1[CH2:3][CH2:4][CH:5]([n:8]2[cH:9][cH:10][c:11](=[O:14])[cH:12][cH:13]2)[CH2:6][CH2:7]1>>[CH:2]1([N:15]2[CH2:16][CH:17]([NH:19][C:20](=[O:21])[CH2:22][NH:23][C:24]([c:25]3[cH:26][c:27]([C:31]([F:32])([F:33])[F:34])[cH:28][cH:29][cH:30]3)=[O:35])[CH2:18]2)[CH2:3][CH2:4][CH:5]([n:8]2[cH:9][cH:10][c:11](=[O:14])[cH:12][cH:13]2)[CH2:6][CH2:7]1. The reactants are C(=O)C1=CN=C2N1C=CC=N2 (3-Formylimidazo[1,2-a]pyrimidine), N\C(=C/C(=O)OC)\C (methyl 3-aminocrotonate), C(CC(=O)C)(=O)OC (methyl acetoacetate). The solvent is C(C)(C)O (isopropanol), CCOCC (ether). Run at time 1 hour. Product: CC=1NC(=C(C(C1C(=O)OC)C1=CN=C2N1C=CC=N2)C(=O)OC)C (Dimethyl 2,6-dimethyl-4-(3-imidazo[1,2-a]pyrimidinyl)-1,4-dihydropyridine-3,5-dicarboxylate). Reaction SMILES: [CH:1]([C:3]1[N:7]2[CH:8]=[CH:9][CH:10]=[N:11][C:6]2=[N:5][CH:4]=1)=O.[NH2:12]/[C:13](/[CH3:19])=[CH:14]\[C:15]([O:17][CH3:18])=[O:16].[C:20]([O:26][CH3:27])(=[O:25])[CH2:21][C:22]([CH3:24])=O>C(O)(C)C.CCOCC>[CH3:19][C:13]1[NH:12][C:22]([CH3:24])=[C:21]([C:20]([O:26][CH3:27])=[O:25])[CH:1]([C:3]2[N:7]3[CH:8]=[CH:9][CH:10]=[N:11][C:6]3=[N:5][CH:4]=2)[C:14]=1[C:15]([O:17][CH3:18])=[O:16]. Procedure details: To 0.5 g (3.4 mmol) (2) in 10 ml isopropanol was added 0.39 g (3.4 mmol) methyl 3-aminocrotonate and 0.39 g (3.4 mmol) methyl acetoacetate and the resulting solution refluxed overnight. The cooled reaction mixture was then diluted with 15 ml ether and stirred for 1 hour. The tan solid was filtered off and recrystallized from ethyl acetate to give pure (3), m.p. 202°-205° (dec). Reactants: CO, [Na+], ClCC1CO1, [OH-], Oc1ccc(C(c2ccccc2)C(c2ccc(Cl)cc2)C(F)(F)F)cc1. Yields the product FC(F)(F)C(c1ccc(Cl)cc1)C(c1ccccc1)c1ccc(OCC2CO2)cc1. As a reaction SMILES: [CH3:34][OH:35].[Na+:2].[O:3]1[CH2:4][CH:5]1[CH2:6][Cl:7].[OH-:1].[c:8]1([CH:14]([CH:15]([C:16]([F:17])([F:18])[F:19])[c:20]2[cH:21][cH:22][c:23]([Cl:26])[cH:24][cH:25]2)[c:27]2[cH:28][cH:29][c:30]([OH:33])[cH:31][cH:32]2)[cH:9][cH:10][cH:11][cH:12][cH:13]1>>[O:3]1[CH2:4][CH:5]1[CH2:6][O:33][c:30]1[cH:29][cH:28][c:27]([CH:14]([c:8]2[cH:9][cH:10][cH:11][cH:12][cH:13]2)[CH:15]([C:16]([F:17])([F:18])[F:19])[c:20]2[cH:21][cH:22][c:23]([Cl:26])[cH:24][cH:25]2)[cH:32][cH:31]1. Reactants: BrCCCC\C=C/C=C\CCCCBr (cis-cis-1,12-Dibromo-dodeca-5,7-diene), N1=C(C=CC=C1)C (2-picoline). Solvent: C(C)#N (acetonitrile). The product is [Br-].[Br-].C(CCC\C=C/C=C\CCCC[N+]1=C(C=CC=C1)C)[N+]1=C(C=CC=C1)C (cis-cis-N,N′-(dodeca-5,7-diene-1,12-diyl)-bis-(2-methyl-pyridinium)dibromide). RXN SMILES: [Br:1][CH2:2][CH2:3][CH2:4][CH2:5]/[CH:6]=[CH:7]\[CH:8]=[CH:9]/[CH2:10][CH2:11][CH2:12][CH2:13]Br.[N:15]1[CH:20]=[CH:19][CH:18]=[CH:17][C:16]=1[CH3:21]>C(#N)C>[Br-:1].[Br-:1].[CH2:2]([N+:15]1[CH:20]=[CH:19][CH:18]=[CH:17][C:16]=1[CH3:21])[CH2:3][CH2:4][CH2:5]/[CH:6]=[CH:7]\[CH:8]=[CH:9]/[CH2:10][CH2:11][CH2:12][CH2:13][N+:15]1[CH:20]=[CH:19][CH:18]=[CH:17][C:16]=1[CH3:21] |f:3.4.5|. Procedure details: cis-cis-1,12-Dibromo-dodeca-5,7-diene was added to a solution of 2-picoline (3 mmol) in acetonitrile and the solution refluxed for 24 hours. The acetonitrile was removed in vacuum and the resulting residue was partitioned between ether and water. The aqueous layer was washed extensively with ether until no picoline left in the aqueous layer. The resulting aqueous solution of the product was lyophilized to yield the pure product. (76%). 1HNMR (300 MHz, D2O, ppm) 8.52 (dd, J=6.3, 2H), 8.17 (dt, J=... Starting materials: CN(C)C=NS(=O)(=O)CC(CO)(C)CC (3-(N,N-dimethylaminomethylene)aminosulfonyl-2-ethyl-2-methyl-1-propanol), ClC=1C(=CC=2N(N1)N=CN2)C (6-chloro-7-methyl[1,2,4]triazolo[1,5-b]pyridazine). Yields the product C(C)C(COC=1C(=CC=2N(N1)N=CN2)C)(CS(N)(=O)=O)C (6-(2-ethyl-2-methyl-3-sulfamoyl-1-propoxy)-7-methyl[1,2,4]triazolo[1,5-b]pyridazine). As a reaction SMILES: CN(C=[N:5][S:6]([CH2:9][C:10]([CH2:14][CH3:15])([CH3:13])[CH2:11][OH:12])(=[O:8])=[O:7])C.Cl[C:17]1[C:18]([CH3:26])=[CH:19][C:20]2[N:21]([N:23]=[CH:24][N:25]=2)[N:22]=1>>[CH2:14]([C:10]([CH3:13])([CH2:9][S:6](=[O:7])(=[O:8])[NH2:5])[CH2:11][O:12][C:17]1[C:18]([CH3:26])=[CH:19][C:20]2[N:21]([N:23]=[CH:24][N:25]=2)[N:22]=1)[CH3:15]. Procedure details: Using 3-(N,N-dimethylaminomethylene)aminosulfonyl-2-ethyl-2-methyl-1-propanol and 6-chloro-7-methyl[1,2,4]triazolo[1,5-b]pyridazine, the same reaction as in Example 6 was conducted to produce the title compound. m.p. 189°-190° C.